This data is from the Open Reaction Database (ORD), a public repository of structured organic reaction records. The task is: describe an organic reaction: reactants, conditions, products, and yield The reactants are N([C@@H](CO)C(=O)O)C(=O)OC(C)(C)C (Boc-Ser-OH), [H-].[Na+] (sodium hydride), C(CC(O)(C(=O)O)CC(=O)O)(=O)O (citric acid), resultant solution, CI (methyl iodide), resultant mixture, resultant solution. Solvent: CN(C)C=O (DMF). Product: CC(C)(C)OC(=O)N[C@@H](COC)C(=O)O (Boc-Ser(Me)-OH.DCHA). As a reaction SMILES: [NH:1]([C:8]([O:10][C:11]([CH3:14])([CH3:13])[CH3:12])=[O:9])[C@H:2]([C:5]([OH:7])=[O:6])[CH2:3][OH:4].[H-].[Na+].CI.[C:19](O)(=O)CC(CC(O)=O)(C(O)=O)O>CN(C=O)C>[CH3:12][C:11]([O:10][C:8]([NH:1][C@H:2]([C:5]([OH:7])=[O:6])[CH2:3][O:4][CH3:19])=[O:9])([CH3:14])[CH3:13] |f:1.2|. Reported procedure: In a DMF solution containing 2.00 g of Boc-Ser-OH, 0.86 g of sodium hydride (60% oily suspension) was added under ice cooling and the resultant mixture was stirred for 30 min. To the resultant solution, 0.72 ml of methyl iodide was added and the resultant solution was stirred for 3 hr. The reaction mixture was neutralized with citric acid and evaporated under reduced pressure. The obtained residue was redissolved in ethyl acetate, and the solution was washed with 5% aqueous citric acid solution ... Starting materials: C(C)C1=NN=C(S1)N (5-Ethyl-[1,3,4]thiadiazol-2-ylamine), N1=CC=CC=C1 (pyridine), C1(=CC=CC=C1)OC(=O)Cl (phenylchloroformate). The solvent is ClCCl (dichloromethane), ClCCl (dichloromethane). Run at time 3 hour. Yields the product C1(=CC=CC=C1)OC(NC=1SC(=NN1)CC)=O ((5-Ethyl-[1,3,4]thiadiazol-2-yl)-carbamic acid phenyl ester). Reaction SMILES: [CH2:1]([C:3]1[S:7][C:6]([NH2:8])=[N:5][N:4]=1)[CH3:2].N1C=CC=CC=1.[C:15]1([O:21][C:22](Cl)=[O:23])[CH:20]=[CH:19][CH:18]=[CH:17][CH:16]=1>ClCCl>[C:15]1([O:21][C:22](=[O:23])[NH:8][C:6]2[S:7][C:3]([CH2:1][CH3:2])=[N:4][N:5]=2)[CH:20]=[CH:19][CH:18]=[CH:17][CH:16]=1. Procedure: A solution of 5-Ethyl-[1,3,4]thiadiazol-2-ylamine (2.5 g, 19.4 mmol) and pyridine (1.72 ml, 21.3 mmol) in dichloromethane (70 ml) is cooled to −70° C. and treated with a solution of phenylchloroformate (2.45 ml, 19.6 mmol) in dichloromethane (10 ml) dropwise. The reaction mixture is allowed to warm to ambient temperature and stirred for 3 hours during which a precipitate forms. The precipitate is collected by filtration, and dried under vacuum to afford (5-Ethyl-[1,3,4]thiadiazol-2-yl)-carbamic ... Reactants: [OH-].[K+] (potassium hydroxide), I.N=C1N(CC(N1C)=O)C (2-imino-1,3-dimethylimidazolidin-4-one hydroiodide). Run in CO (methanol). Reaction conditions: time 20 minute. Yields the product N=C1N(CC(N1C)=O)C (2-imino-1,3-dimethylimidazolidin-4-one). Isolated yield 90.3%. As a reaction SMILES: [OH-].[K+].I.[NH:4]=[C:5]1[N:9]([CH3:10])[C:8](=[O:11])[CH2:7][N:6]1[CH3:12]>CO>[NH:4]=[C:5]1[N:9]([CH3:10])[C:8](=[O:11])[CH2:7][N:6]1[CH3:12] |f:0.1,2.3|. Procedure details: Then, to 150 ml of a methanol solution containing 5.17 g (78.4 mmol) of 85% potassium hydroxide, 20 g (78.4 mmol) of 2-imino-1,3-dimethylimidazolidin-4-one hydroiodide was added, and the mixture was stirred at room temperature for 20 minutes. The solvent was distilled off under reduced pressure. Then, to the residue, 200 ml of chloroform was added, and insoluble matters were filtered off. The filtrate was dried over anhydrous magnesium sulfate, and the solvent was distilled off under reduced pre... Reactants: CS(=O)(=O)C(C)(C)C=1C=C2C=CC=NC2=C(C1)C=1C=C(C=O)C=CC1 (3-[6-(1-methanesulfonyl-1-methyl-ethyl)-quinolin-8-yl]-benzaldehyde), [C-]#N.[Na+] (NaCN), CC(=O)O (AcOH). Reagents/catalysts: O=[Mn]=O (MnO2). Run in C(Cl)Cl.CO (CH2Cl2 MeOH). Run at time 12 hour. Yields the product COC(C1=CC(=CC=C1)C=1C=C(C=C2C=CC=NC12)C(C)(C)S(=O)(=O)C)=O (3-[6-(1-Methanesulfonyl-1-methyl-ethyl)-quinolin-8-yl]-benzoic acid methyl ester). As a reaction SMILES: [CH3:1][S:2]([C:5]([C:8]1[CH:9]=[C:10]2[C:15](=[C:16]([C:18]3[CH:19]=C([CH:23]=[CH:24][CH:25]=3)C=O)[CH:17]=1)[N:14]=[CH:13][CH:12]=[CH:11]2)([CH3:7])[CH3:6])(=[O:4])=[O:3].[C-:26]#N.[Na+].[CH3:29][C:30]([OH:32])=[O:31]>C(Cl)Cl.CO.O=[Mn]=O>[CH3:26][O:31][C:30](=[O:32])[C:29]1[CH:23]=[CH:24][CH:25]=[C:18]([C:16]2[CH:17]=[C:8]([C:5]([S:2]([CH3:1])(=[O:4])=[O:3])([CH3:7])[CH3:6])[CH:9]=[C:10]3[C:15]=2[N:14]=[CH:13][CH:12]=[CH:11]3)[CH:19]=1 |f:1.2,4.5|. Procedure details: To a solution of 3-[6-(1-methanesulfonyl-1-methyl-ethyl)-quinolin-8-yl]-benzaldehyde (1.0 eq.) (see WO-0146151) in CH2Cl2:MeOH (1:1; 0.1M) was added NaCN (1.8 eq.), MnO2 (8.0 eq.) and AcOH (0.05 eq.). The mixture was stirred for 12 h, filtered on celite, and concentrated. Flash chromatography (Hex:EtOAc; 1:1) afforded the title compound as a white solid. The reactants are [N+](=O)([O-])NC(=N)N (nitroguanidine), C(=O)C(C(=O)OCC)CC=1C=NC(=CC1)C (ethyl 2-formyl-3-(6-methyl-3-pyridyl)propionate), C[O-].[Na+] (sodium methoxide). Run in CO (methanol), CO (methanol). The product is [N+](=O)([O-])NC1=NC=C(C(N1)=O)CC=1C=NC(=CC1)C (2-nitroamino-5-(6-methyl-3-pyridylmethyl)-4-pyrimidone). Yield: 27.3%. As a reaction SMILES: [CH:1]([CH:3]([CH2:9][C:10]1[CH:11]=[N:12][C:13]([CH3:16])=[CH:14][CH:15]=1)[C:4](OCC)=O)=[O:2].C[O-].[Na+].[N+:20]([NH:23][C:24]([NH2:26])=[NH:25])([O-:22])=[O:21]>CO>[N+:20]([NH:23][C:24]1[NH:26][C:1](=[O:2])[C:3]([CH2:9][C:10]2[CH:11]=[N:12][C:13]([CH3:16])=[CH:14][CH:15]=2)=[CH:4][N:25]=1)([O-:22])=[O:21] |f:1.2|. Procedure: A solution of ethyl 2-formyl-3-(6-methyl-3-pyridyl)propionate (1.55 g) in methanol (20 ml) was added to a solution of sodium methoxide (from 0.161 g sodium) in methanol (20 ml). Dried nitroguanidine (0.729 g) was added over 5 minutes and the mixture was stirred and boiled under reflux overnight and evaporated to dryness. The residue was dissolved in water (50 ml) and the solution was extracted with chloroform (2×25 ml, discarded) and acidified to pH 5 with acetic acid. The solid which precipitat... Starting materials: NC1=C(C(=CC=C1)F)O (2-Amino-6-flourophenol), ClCC(=O)Cl (2-chloroacetyl chloride), C(=O)([O-])[O-].[K+].[K+] (K2CO3). The product is FC1=CC=CC=2NC(COC21)=O (8-Fluoro-4H-benzo[1,4]oxazin-3-one). Isolated yield 86.8%. As a reaction SMILES: [NH2:1][C:2]1[CH:7]=[CH:6][CH:5]=[C:4]([F:8])[C:3]=1[OH:9].Cl[CH2:11][C:12](Cl)=[O:13].C([O-])([O-])=O.[K+].[K+]>>[F:8][C:4]1[C:3]2[O:9][CH2:11][C:12](=[O:13])[NH:1][C:2]=2[CH:7]=[CH:6][CH:5]=1 |f:2.3.4|. Reported procedure: 2-Amino-6-flourophenol (95MF2085) (0.256 g, 2.0 mmol), 2-chloroacetyl chloride (0.25 g, 2.2 mmol) and K2CO3 (0.583 g, 4.2 mmol) were mixed according to GP1 to give the title compound as a crude (95MF45) (0.29 g)